Dataset: the Open Reaction Database (ORD), a public repository of structured organic reaction records. Task: describe an organic reaction: reactants, conditions, products, and yield The yield is 76.0%. The solvent is ClCCl (dichloromethane), CO (methanol). The reactants are O=[O+][O-] (ozone), O=[O+][O-] (ozone), C(C=CC)C1C(C2=CC(=C(C=C2C1)F)F)=O ((RS)-2-(2-buten-1-yl)-5,6-difluoro-1-indanone). Conditions: time 40 minute. Reaction SMILES: [O:1]=[O+][O-].[CH2:4]([CH:8]1[CH2:16][C:15]2[C:10](=[CH:11][C:12]([F:18])=[C:13]([F:17])[CH:14]=2)[C:9]1=[O:19])[CH:5]=CC>ClCCl.CO>[O:1]=[CH:5][CH2:4][CH:8]1[CH2:16][C:15]2[C:10](=[CH:11][C:12]([F:18])=[C:13]([F:17])[CH:14]=2)[C:9]1=[O:19]. Product: O=CCC1C(C2=CC(=C(C=C2C1)F)F)=O ((RS)-2-(2-oxoethyl)-5,6-difluoro-1-indanone). Procedure: An ozone stream (2 g ozone/hour) was conducted for 40 minutes while stirring through a solution, cooled to -70°, of 5.3 g of (RS)-2-(2-buten-1-yl)-5,6-difluoro-1-indanone in 125 ml of anhydrous dichloromethane and 25 ml of anhydrous methanol. Subsequently, the mixture was flushed with oxygen for 5 minutes and with argon for 10 minutes. After the addition of 2.64 ml of dimethyl sulfide, the mixture was stirred at room temperature for 16 hours. The reaction mixture was evaporated in a vacuum, the ... The reactants are OC1=CC=C(C2=CC=CC=C12)C=1CCC(NN1)=O (6-(4-hydroxy-1-naphthyl)-4,5-dihydro-3(2H)-pyridazinone), C(Cl)C1CO1 (epichlorohydrin), N1CCCCC1 (piperidine), [OH-].[Na+] (sodium hydroxide). The solvent is ClCCl (dichloromethane). Yields the product O1C(COC2=CC=C(C3=CC=CC=C23)C=2CCC(NN2)=O)C1 (6-[4-(2,3-epoxypropoxy)-1-naphthyl]-4,5-dihydro-3(2H)-pyridazinone). The yield is 71.7%. RXN SMILES: [OH:1][C:2]1[C:11]2[C:6](=[CH:7][CH:8]=[CH:9][CH:10]=2)[C:5]([C:12]2[CH2:13][CH2:14][C:15](=[O:18])[NH:16][N:17]=2)=[CH:4][CH:3]=1.[CH2:19]([CH:21]1[O:23][CH2:22]1)Cl.N1CCCCC1.[OH-].[Na+]>ClCCl>[O:23]1[CH2:22][CH:21]1[CH2:19][O:1][C:2]1[C:11]2[C:6](=[CH:7][CH:8]=[CH:9][CH:10]=2)[C:5]([C:12]2[CH2:13][CH2:14][C:15](=[O:18])[NH:16][N:17]=2)=[CH:4][CH:3]=1 |f:3.4|. Procedure: A mixture of 6-(4-hydroxy-1-naphthyl)-4,5-dihydro-3(2H)-pyridazinone (0.5 g, 0.002 mole), epichlorohydrin (2g, 0.02 mole), and piperidine (0.02 g) was heated on a steam bath for 1.5 hours. Evaporation under reduced pressure gave an oil which was dissolved in dichloromethane and shaken with dilute sodium hydroxide (5 ml). The organic phase was washed with water, dried and evaporated to an oil which with ethanol-ether gave crystalline 6-[4-(2,3-epoxypropoxy)-1-naphthyl]-4,5-dihydro-3(2H)-pyridazin... Starting materials: ice, [N+](=O)([O-])C1=C(C=CC(=C1)[N+](=O)[O-])N(CCC)CCC ((2,4-Dinitro-phenyl)-dipropyl-amine), Cl (HCl), [Sn](Cl)Cl (tin(II)chloride), [OH-].[K+] (KOH). Run in C(C)O (ethanol). Reaction conditions: time 16 hour. The product is C(CC)C1=C(C(=C(C(=C1)N)N)CCC)N (Dipropyl-benzene-1,2,4-triamine). Isolated yield 157.5%. RXN SMILES: [N+:1]([C:4]1[CH:9]=[C:8]([N+:10]([O-])=O)[CH:7]=[CH:6][C:5]=1[N:13](CCC)CCC)([O-])=O.Cl.[Sn](Cl)Cl.[OH-].[K+]>C(O)C>[CH2:5]([C:7]1[CH:6]=[C:5]([NH2:13])[C:4]([NH2:1])=[C:9]([CH2:6][CH2:7][CH3:8])[C:8]=1[NH2:10])[CH2:4][CH3:9] |f:3.4|. Reported procedure: (2,4-Dinitro-phenyl)-dipropyl-amine (13.1 g, 49 mmol) was dissolved in 200 ml ethanol and cooled in an icebath. In succession, ION HCl (60 ml, 600 mmol) and tin(II)chloride (112.5, 499 mmol), were added. The solution was stirred at room temperature 16 h. The reaction mixture was poured into a separatory funnel containing 100 ml ice-cold water followed by the addition of 20% KOH (ice-cold, 1L). The mixture was extracted with ether (3×150 ml). The combined organic phases were washed with water (3×... The reactants are CNC(=O)c1cccc(Br)c1, CC(C)C(O)(c1ccc(B(O)O)cc1)c1cn(C(c2ccccc2)(c2ccccc2)c2ccccc2)cn1, c1ccc(P(c2ccccc2)(c2ccccc2)[Pd](P(c2ccccc2)(c2ccccc2)c2ccccc2)(P(c2ccccc2)(c2ccccc2)c2ccccc2)P(c2ccccc2)(c2ccccc2)c2ccccc2)cc1. The product is CNC(=O)c1cccc(-c2ccc(C(O)(c3cn(C(c4ccccc4)(c4ccccc4)c4ccccc4)cn3)C(C)C)cc2)c1. Reaction SMILES: [Br:39][c:40]1[cH:41][c:42]([C:43](=[O:44])[NH:45][CH3:46])[cH:47][cH:48][cH:49]1.[OH:1][C:2]([CH:3]([CH3:4])[CH3:5])([c:6]1[n:7][cH:8][n:9]([C:11]([c:12]2[cH:13][cH:14][cH:15][cH:16][cH:17]2)([c:18]2[cH:19][cH:20][cH:21][cH:22][cH:23]2)[c:24]2[cH:25][cH:26][cH:27][cH:28][cH:29]2)[cH:10]1)[c:30]1[cH:31][cH:32][c:33]([B:36]([OH:37])[OH:38])[cH:34][cH:35]1.[cH:50]1[cH:51][cH:52][c:53]([P:54]([Pd:55]([P:56]([c:57]2[cH:58][cH:59][cH:60][cH:61][cH:62]2)([c:63]2[cH:64][cH:65][cH:66][cH:67][cH:68]2)[c:69]2[cH:70][cH:71][cH:72][cH:73][cH:74]2)([P:75]([c:76]2[cH:77][cH:78][cH:79][cH:80][cH:81]2)([c:82]2[cH:83][cH:84][cH:85][cH:86][cH:87]2)[c:88]2[cH:89][cH:90][cH:91][cH:92][cH:93]2)[P:94]([c:95]2[cH:96][cH:97][cH:98][cH:99][cH:100]2)([c:101]2[cH:102][cH:103][cH:104][cH:105][cH:106]2)[c:107]2[cH:108][cH:109][cH:110][cH:111][cH:112]2)([c:113]2[cH:114][cH:115][cH:116][cH:117][cH:118]2)[c:119]2[cH:120][cH:121][cH:122][cH:123][cH:124]2)[cH:125][cH:126]1>>[OH:1][C:2]([CH:3]([CH3:4])[CH3:5])([c:6]1[n:7][cH:8][n:9]([C:11]([c:12]2[cH:13][cH:14][cH:15][cH:16][cH:17]2)([c:18]2[cH:19][cH:20][cH:21][cH:22][cH:23]2)[c:24]2[cH:25][cH:26][cH:27][cH:28][cH:29]2)[cH:10]1)[c:30]1[cH:31][cH:32][c:33](-[c:40]2[cH:41][c:42]([C:43](=[O:44])[NH:45][CH3:46])[cH:47][cH:48][cH:49]2)[cH:34][cH:35]1. Reactants: O=C([O-])[O-], CN1CCCC1=O, [Cs+], [Cs+], CN1CC(c2cccnc2F)CC1=O, Oc1ccc(Nc2nc3ccccc3s2)cc1. Yields the product CN1CC(c2cccnc2Oc2ccc(Nc3nc4ccccc4s3)cc2)CC1=O. Reaction SMILES: [C:1](=[O:2])([O-:3])[O-:4].[CH3:38][N:39]1[CH2:40][CH2:41][CH2:42][C:43]1=[O:44].[Cs+:5].[Cs+:6].[F:24][c:25]1[n:26][cH:27][cH:28][cH:29][c:30]1[CH:31]1[CH2:32][C:33](=[O:37])[N:34]([CH3:36])[CH2:35]1.[s:7]1[c:8]([NH:16][c:17]2[cH:18][cH:19][c:20]([OH:23])[cH:21][cH:22]2)[n:9][c:10]2[c:11]1[cH:12][cH:13][cH:14][cH:15]2>>[s:7]1[c:8]([NH:16][c:17]2[cH:18][cH:19][c:20]([O:23][c:25]3[n:26][cH:27][cH:28][cH:29][c:30]3[CH:31]3[CH2:32][C:33](=[O:37])[N:34]([CH3:36])[CH2:35]3)[cH:21][cH:22]2)[n:9][c:10]2[c:11]1[cH:12][cH:13][cH:14][cH:15]2. Product: CC(C)(C)c1cccc([N+](=O)[O-])c1O. As a reaction SMILES: [C:5]([CH3:6])([CH3:7])([CH3:8])[c:9]1[c:10]([OH:15])[cH:11][cH:12][cH:13][cH:14]1.[CH3:16][C:17]#[N:18].[OH2:19].[OH:1][N+:2]([O-:3])=[O:4]>>[O-:1][N+:2](=[O:4])[c:11]1[c:10]([OH:15])[c:9]([C:5]([CH3:6])([CH3:7])[CH3:8])[cH:14][cH:13][cH:12]1. Starting materials: CC(C)(C)c1ccccc1O, CC#N, O, O=[N+]([O-])O. Starting materials: N1=C(C=CC=C1)OC1=CC=C(C(=O)OCC2=CC=CC=C2)C=C1 (benzyl 4-(pyridin-2-yloxy)benzoate). Reagents/catalysts: [Pd] (palladium/carbon). Run in C(C)O (ethanol). Reaction conditions: temperature 80 celsius, time 8 hour. Yields the product N1=C(C=CC=C1)OC1=CC=C(C(=O)O)C=C1 (4-(pyridin-2-yloxy)benzoic acid). RXN SMILES: [N:1]1[CH:6]=[CH:5][CH:4]=[CH:3][C:2]=1[O:7][C:8]1[CH:23]=[CH:22][C:11]([C:12]([O:14]CC2C=CC=CC=2)=[O:13])=[CH:10][CH:9]=1>C(O)C.[Pd]>[N:1]1[CH:6]=[CH:5][CH:4]=[CH:3][C:2]=1[O:7][C:8]1[CH:23]=[CH:22][C:11]([C:12]([OH:14])=[O:13])=[CH:10][CH:9]=1. Procedure: To a solution of benzyl 4-(pyridin-2-yloxy)benzoate (24.8 g, 81.5 mmol) in ethanol (300 ml) was added 10% palladium/carbon (containing water by 50%) (2.0 g), and the mixture was stirred overnight under a hydrogen stream at 80° C. The reaction solution was filtered with celite and the filtrate was concentrated. The residue was recrystallized from ethanol to give the objective substance (14.1 g, 80%).